Dataset: the Open Reaction Database (ORD), a public repository of structured organic reaction records. Task: describe an organic reaction: reactants, conditions, products, and yield Starting materials: CN1C(C=CC1=O)=O (N-methylmaleimide), [N+](=O)([O-])C1=CC=C(N)C=C1 (p-nitroaniline). Yields the product [N+](=O)([O-])C1=CC=C(C=C1)C=1C(=O)N(C(C1)=O)C (2-(p-nitrophenyl)-N-methylmaleimide). RXN SMILES: [CH3:1][N:2]1[C:6](=[O:7])[CH:5]=[CH:4][C:3]1=[O:8].[N+:9]([C:12]1[CH:18]=[CH:17][C:15](N)=[CH:14][CH:13]=1)([O-:11])=[O:10]>>[N+:9]([C:12]1[CH:18]=[CH:17][C:15]([C:4]2[C:3]([N:2]([CH3:1])[C:6](=[O:7])[CH:5]=2)=[O:8])=[CH:14][CH:13]=1)([O-:11])=[O:10]. Procedure: A 100 g portion of N-methylmaleimide was reacted with 126.2 g of p-nitroaniline as described in Example 6, giving 78 g of 2-(p-nitrophenyl)-N-methylmaleimide. Reactants: CC(C)(C)OCCO, Cc1ccccc1, CCOC(C)=O, [F-], COc1ccc(Cn2nc(I)c3c(N4CCN(C(=O)OC(C)(C)C)CC4)ccnc32)cc1, [K+], c1cnc2c(c1)ccc1cccnc12. Yields the product COc1ccc(Cn2nc(OCCOC(C)(C)C)c3c(N4CCN(C(=O)OC(C)(C)C)CC4)ccnc32)cc1. Reaction SMILES: [C:47]([CH3:48])([CH3:49])([CH3:50])[O:51][CH2:52][CH2:53][OH:54].[CH3:57][c:58]1[cH:59][cH:60][cH:61][cH:62][cH:63]1.[CH3:64][CH2:65][O:66][C:67](=[O:68])[CH3:69].[F-:55].[I:1][c:2]1[n:3][n:4]([CH2:24][c:25]2[cH:26][cH:27][c:28]([O:31][CH3:32])[cH:29][cH:30]2)[c:5]2[n:6][cH:7][cH:8][c:9]([N:11]3[CH2:12][CH2:13][N:14]([C:17](=[O:18])[O:19][C:20]([CH3:21])([CH3:22])[CH3:23])[CH2:15][CH2:16]3)[c:10]12.[K+:56].[cH:33]1[cH:34][c:35]2[cH:36][cH:37][c:38]3[c:39]([c:40]2[n:41][cH:42]1)[n:43][cH:44][cH:45][cH:46]3>>[c:2]1([O:54][CH2:53][CH2:52][O:51][C:47]([CH3:48])([CH3:49])[CH3:50])[n:3][n:4]([CH2:24][c:25]2[cH:26][cH:27][c:28]([O:31][CH3:32])[cH:29][cH:30]2)[c:5]2[n:6][cH:7][cH:8][c:9]([N:11]3[CH2:12][CH2:13][N:14]([C:17](=[O:18])[O:19][C:20]([CH3:21])([CH3:22])[CH3:23])[CH2:15][CH2:16]3)[c:10]12. Reactants: Na2S, [N+](=O)([O-])C1=C(C2=CC=CC=C2C(=C1)[N+](=O)[O-])CC(=O)OCC (ethyl (2,4-dinitronaphthalen-1-yl)acetate), O (water). Run in CCO (EtOH). Run at time 0.5 hour. Product: AcOEt-Petroleum ether, NC1=CC(=C(C2=CC=CC=C12)CC(=O)OCC)[N+](=O)[O-] (ethyl (4-amino-2-nitronaphthalen-1-yl)acetate). Yield: 11.1%. RXN SMILES: [N+:1]([C:4]1[CH:13]=[C:12]([N+:14]([O-])=O)[C:11]2[C:6](=[CH:7][CH:8]=[CH:9][CH:10]=2)[C:5]=1[CH2:17][C:18]([O:20][CH2:21][CH3:22])=[O:19])([O-:3])=[O:2].O>CCO>[NH2:14][C:12]1[C:11]2[C:6](=[CH:7][CH:8]=[CH:9][CH:10]=2)[C:5]([CH2:17][C:18]([O:20][CH2:21][CH3:22])=[O:19])=[C:4]([N+:1]([O-:3])=[O:2])[CH:13]=1. Procedure details: Na2S (60%, 4.27 g, 32.87 mmol) was added to a refluxing solution of ethyl (2,4-dinitronaphthalen-1-yl)acetate (10.0 g, 32.87 mmol) in EtOH (200 mL) and stirred for 0.5 h. The mixture was poured into water (200 mL), concentrated and extracted with AcOEt (300 mL). The organic layer was washed with H2O (100 mL) and saturated aqueous NaCl (50 mL). The each aqueous layer was extracted with AcOEt (100 mL). The combined organic layer was washed with saturated aqueous NaCl (50 mL), dried (Na2SO4) and co...